Dataset: the Open Reaction Database (ORD), a public repository of structured organic reaction records. Task: describe an organic reaction: reactants, conditions, products, and yield The reactants are CC(C=O)(CC1=CC=CC=C1)C (2,2-dimethyl-3-phenyl-propanal), [H][H] (hydrogen). Reagents/catalysts: [Cr](=O)([O-])[O-].[Cu+2] (copper chromite). The product is CC(CO)(CC1=CC=CC=C1)C (2,2-dimethyl-3-phenyl-propanol). The yield is 89.3%. As a reaction SMILES: [CH3:1][C:2]([CH3:12])([CH2:5][C:6]1[CH:11]=[CH:10][CH:9]=[CH:8][CH:7]=1)[CH:3]=[O:4].[H][H]>[Cr]([O-])([O-])=O.[Cu+2]>[CH3:1][C:2]([CH3:12])([CH2:5][C:6]1[CH:11]=[CH:10][CH:9]=[CH:8][CH:7]=1)[CH2:3][OH:4] |f:2.3|. Reported procedure: 354 g 2,2-dimethyl-3-phenyl-propanal (1a) was hydrogenated in an autoclave with 2 g copper chromite (G-79) at 150° C. and 120 bar until it had absorbed 1 equivalent of hydrogen. When the pressure had been released in the autoclave the catalyst was separated off. Distillation on a 60 cm packed column yielded 320 g (90%) 2,2-dimethyl-3-phenyl-propanal (1b) in the form of a colourless, viscous oil. bp (2 mm)=90° C., mp. 34°-36° C. --NMR (CCl4): δ-0.88, s, 6H (2,2--CH3), 2.55, s (CH2 --3), 3.37, s (... Starting materials: C(C)(C)(C)OC(C(CC(C)C)NC(=O)C=1C(=NC=CC1)SSC1=NC=CC=C1C(NC(CC(C)C)C(=O)OC(C)(C)C)=O)=O (2-([2-[3-(1-tert-butoxycarbonyl-3-methyl-butylcarbamoyl)-pyridin-2-yldisulfanyl]pyridine-3-carbonyl]-amino)-4-methyl-pentanoic acid tert-butyl ester), FC(C(=O)O)(F)F (trifluoroacetic acid). The solvent is C1(=CC=CC=C1)OC (anisole), ClCCl (dichloromethane). Product: C(=O)(O)C(CC(C)C)NC(=O)C=1C(=NC=CC1)SSC1=NC=CC=C1C(=O)NC(C(=O)O)CC(C)C (2-[[2-[3-(1-Carboxy-3-methylbutylcarbamoyl)-pyridin-2-yl-disulfanyl]-pyridine-3-carbonyl]-amino]-4-methyl-pentanoic acid). Yield: 77.4%. RXN SMILES: C([O:5][C:6](=[O:44])[CH:7]([NH:12][C:13]([C:15]1[C:16]([S:21][S:22][C:23]2[C:28]([C:29](=[O:43])[NH:30][CH:31]([C:36]([O:38]C(C)(C)C)=[O:37])[CH2:32][CH:33]([CH3:35])[CH3:34])=[CH:27][CH:26]=[CH:25][N:24]=2)=[N:17][CH:18]=[CH:19][CH:20]=1)=[O:14])[CH2:8][CH:9]([CH3:11])[CH3:10])(C)(C)C.FC(F)(F)C(O)=O>ClCCl.C1(OC)C=CC=CC=1>[C:36]([CH:31]([NH:30][C:29]([C:28]1[C:23]([S:22][S:21][C:16]2[C:15]([C:13]([NH:12][CH:7]([CH2:8][CH:9]([CH3:11])[CH3:10])[C:6]([OH:44])=[O:5])=[O:14])=[CH:20][CH:19]=[CH:18][N:17]=2)=[N:24][CH:25]=[CH:26][CH:27]=1)=[O:43])[CH2:32][CH:33]([CH3:35])[CH3:34])([OH:38])=[O:37]. Reported procedure: The general method of Preparation 20 was followed using [S-(R*,R*)]-2-([2-[3-(1-tert-butoxycarbonyl-3-methyl-butylcarbamoyl)-pyridin-2-yldisulfanyl]pyridine-3-carbonyl]-amino)-4-methyl-pentanoic acid tert-butyl ester (1.9 g, 2.9 mmol) in 20 mL dichloromethane, anisole (1.5 mL), and 10 mL trifluoroacetic acid. The crude product was recrystallized from methanol/water to yield 1.2 g of the title compound. The reactants are C(C=CC)N1C(NC(C(=C1SC1=CC(=CC(=C1)C)C)CC)=O)=O (1-(2-butenyl)-5-ethyl-6-(3,5-dimethylphenylthio)-2,4-pyrimidinedione), ClCC=CCN1C(NC(C(=C1SC1=CC(=CC(=C1)C)C)CC)=O)=O (1-(4-chloro-2-butenyl)-5-ethyl-6-(3,5-dimethylphenylthio)-2,4-pyrimidinedione), OCC=CCN1C(NC(C(=C1SC1=CC(=CC(=C1)C)C)CC)=O)=O (1-(4-hydroxy-2-butenyl)-5-ethyl-6-(3,5-dimethylphenylthio)-2,4-pyrimidinedione), C(=O)(O)C=CCN1C(NC(C(=C1SC1=CC(=CC(=C1)C)C)CC)=O)=O (1-(carboxyallyl)-5-ethyl-6-(3,5-dimethylphenylthio)-2,4-pyrimidinedione), C1(=CC=CC=C1)C#CCN1C(NC(C(=C1SC1=CC(=CC(=C1)C)C)CC)=O)=O (1-(3-phenyl-2-propynyl)-5-ethyl-6-(3,5-dimethylphenylthio)-2,4-pyrimidinedione), C(C=CCC)N1C(NC(C(=C1SC1=CC(=CC(=C1)C)C)CC)=O)=O (1-(2-pentenyl)-5-ethyl-6-(3,5-dimethylphenylthio)-2,4-pyrimidinedione), C(C#CC)N1C(NC(C(=C1SC1=CC(=CC(=C1)C)C)CC)=O)=O (1-(2-butynyl)-5-ethyl-6-(3,5-dimethylphenylthio)-2,4-pyrimidinedione), C(C=CC1=CC=CC=C1)N1C(NC(C(=C1SC1=CC(=CC(=C1)C)C)CC)=O)=O (1-cinnamyl-5-ethyl-6-(3,5-dimethylphenylthio)-2,4-pyrimidinedione), COC(=O)C=CCN1C(NC(C(=C1SC1=CC(=CC(=C1)C)C)CC)=O)=O (1-(methoxycarbonylallyl)-5-ethyl-6-(3,5-dimethylphenylthio)-2,4-pyrimidinedione), C(C#C)N1C(NC(C(=C1SC1=CC(=CC(=C1)C)C)CC)=O)=O (1-propargyl-5-ethyl-6-(3,5-dimethylphenylthio)-2,4-pyrimidinedione). Yields the product C(C=C)N1C(NC(C(=C1SC1=CC(=CC(=C1)C)C)CC)=O)=O (1-allyl-5-ethyl-6-(3,5-dimethylphenylthio)-2,4-pyrimidinedione). Reaction SMILES: [CH2:1]([N:5]1[C:10]([S:11][C:12]2[CH:17]=[C:16]([CH3:18])[CH:15]=[C:14]([CH3:19])[CH:13]=2)=[C:9]([CH2:20][CH3:21])[C:8](=[O:22])[NH:7][C:6]1=[O:23])[CH:2]=[CH:3]C.C(N1C(SC2C=C(C)C=C(C)C=2)=C(CC)C(=O)NC1=O)C=CC1C=CC=CC=1.COC(C=CCN1C(SC2C=C(C)C=C(C)C=2)=C(CC)C(=O)NC1=O)=O.C(C=CCN1C(SC2C=C(C)C=C(C)C=2)=C(CC)C(=O)NC1=O)(O)=O.ClCC=CCN1C(SC2C=C(C)C=C(C)C=2)=C(CC)C(=O)NC1=O.C(N1C(SC2C=C(C)C=C(C)C=2)=C(CC)C(=O)NC1=O)C#C.C(N1C(SC2C=C(C)C=C(C)C=2)=C(CC)C(=O)NC1=O)C#CC.C1(C#CCN2C(SC3C=C(C)C=C(C)C=3)=C(CC)C(=O)NC2=O)C=CC=CC=1.C(N1C(SC2C=C(C)C=C(C)C=2)=C(CC)C(=O)NC1=O)C=CCC.OCC=CCN1C(SC2C=C(C)C=C(C)C=2)=C(CC)C(=O)NC1=O>>[CH2:1]([N:5]1[C:10]([S:11][C:12]2[CH:13]=[C:14]([CH3:19])[CH:15]=[C:16]([CH3:18])[CH:17]=2)=[C:9]([CH2:20][CH3:21])[C:8](=[O:22])[NH:7][C:6]1=[O:23])[CH:2]=[CH2:3]. Reported procedure: 1-(2-butenyl)-5-ethyl-6-(3,5-dimethylphenylthio)-2,4-pyrimidinedione; 1-cinnamyl-5-ethyl-6-(3,5-dimethylphenylthio)-2,4-pyrimidinedione; 1-(methoxycarbonylallyl)-5-ethyl-6-(3,5-dimethylphenylthio)-2,4-pyrimidinedione; 1-(carboxyallyl)-5-ethyl-6-(3,5-dimethylphenylthio)-2,4-pyrimidinedione; 1-(4-chloro-2-butenyl)-5-ethyl-6-(3,5-dimethylphenylthio)-2,4-pyrimidinedione; 1-propargyl-5-ethyl-6-(3,5-dimethylphenylthio)-2,4-pyrimidinedione; 1-(2-butynyl)-5-ethyl-6-(3,5-dimethylphenylthio)-2,4-pyrimidin... Starting materials: CCOC(=O)Cc1cc(Br)ccc1[N+](=O)[O-], CN1CCNCC1. Product: CCOC(=O)Cc1cc(N2CCN(C)CC2)ccc1[N+](=O)[O-]. Reaction SMILES: [CH2:1]([CH3:2])[O:3][C:4]([CH2:5][c:6]1[c:7]([N+:13](=[O:14])[O-:15])[cH:8][cH:9][c:10]([Br:12])[cH:11]1)=[O:16].[CH3:17][N:18]1[CH2:19][CH2:20][NH:21][CH2:22][CH2:23]1>>[CH2:1]([CH3:2])[O:3][C:4]([CH2:5][c:6]1[c:7]([N+:13](=[O:14])[O-:15])[cH:8][cH:9][c:10]([N:21]2[CH2:20][CH2:19][N:18]([CH3:17])[CH2:23][CH2:22]2)[cH:11]1)=[O:16]. The reactants are BrCCCC(=O)NC=1SC(=C(N1)C)C(=O)NCC1=CC=C(C=C1)F (2-(4-bromobutanamido)-N-(4-fluorobenzyl)-4-methylthiazole-5-carboxamide), C(C1=CC=CC=C1)NC(=O)C1=C(N=C(S1)NC(CCCBr)=O)C (N-benzyl-2-(4-bromobutanamido)-4-methylthiazole-5-carboxamide). The product is FC1=CC=C(CNC(=O)C2=C(N=C(S2)N2C(CCC2)=O)C)C=C1 (N-(4-fluorobenzyl)-4-methyl-2-(2-oxopyrrolidin-1-yl)thiazole-5-carboxamide). Yield: 85.0%. Reaction SMILES: Br[CH2:2][CH2:3][CH2:4][C:5]([NH:7][C:8]1[S:9][C:10]([C:14]([NH:16][CH2:17][C:18]2[CH:23]=[CH:22][C:21]([F:24])=[CH:20][CH:19]=2)=[O:15])=[C:11]([CH3:13])[N:12]=1)=[O:6].C(NC(C1SC(NC(=O)CCCBr)=NC=1C)=O)C1C=CC=CC=1>>[F:24][C:21]1[CH:22]=[CH:23][C:18]([CH2:17][NH:16][C:14]([C:10]2[S:9][C:8]([N:7]3[CH2:2][CH2:3][CH2:4][C:5]3=[O:6])=[N:12][C:11]=2[CH3:13])=[O:15])=[CH:19][CH:20]=1. Procedure: Following the procedure as described in Example 1, making variations as required to use 2-(4-bromobutanamido)-N-(4-fluorobenzyl)-4-methylthiazole-5-carboxamide in replace of N-benzyl-2-(4-bromobutanamido)-4-methylthiazole-5-carboxamide, the title compound was obtained as a white solid in 85% yield: 1H NMR (300 MHz, CD3OD) δ 7.39-7.33 (m, 2H), 7.09-7.02 (m, 2H), 4.48 (s, 2H), 4.15-4.09 (m, 2H), 2.68 (t, J=8.1 Hz, 2H), 2.55 (s, 3H), 2.25 (m, 2H); MS (ES+) m/z 334.2 (M+1).